This data is from the Open Reaction Database (ORD), a public repository of structured organic reaction records. The task is: describe an organic reaction: reactants, conditions, products, and yield Starting materials: N1C(=CC(=C1)C(=O)OCC)C(=O)OCC (diethyl 1H-pyrrole-2,4-dicarboxylate), NCl (chloramine), [OH-].[Na+] (sodium hydroxide), [OH-].[NH4+] (ammonium hydroxide), Cl[O-].[Na+] (sodium hypochlorite), [Cl-].[NH4+] (ammonium chloride). Solvent: CN(C)C=O (DMF), CC(C)(C)OC (MTBE), CC(C)(C)OC (MTBE). Reaction conditions: temperature -20 celsius, time 30 minute. Product: NN1C(=CC(=C1)C(=O)OCC)C(=O)OCC (Diethyl 1-amino-1H-pyrrole-2,4-dicarboxylate). Yield: 93.1%. Reaction SMILES: [Cl-].[NH4+:2].[OH-].[NH4+].Cl[O-].[Na+].[NH:8]1[CH:12]=[C:11]([C:13]([O:15][CH2:16][CH3:17])=[O:14])[CH:10]=[C:9]1[C:18]([O:20][CH2:21][CH3:22])=[O:19].[OH-].[Na+].NCl>CC(OC)(C)C.CN(C=O)C>[NH2:2][N:8]1[CH:12]=[C:11]([C:13]([O:15][CH2:16][CH3:17])=[O:14])[CH:10]=[C:9]1[C:18]([O:20][CH2:21][CH3:22])=[O:19] |f:0.1,2.3,4.5,7.8|. Procedure: To a flask was added MTBE (2 L) and ammonium chloride (60 g, 1.13 mol). The reaction was cooled to −20° C. Then concentrated aq ammonium hydroxide (160 mL) was added to the reaction followed by slow addition of commercial-grade sodium hypochlorite solution (149 g, 1.5 L). After addition, the reaction was stirred at −20° C. for additional 30 minutes. The MTBE layer was separated and washed with brine and dried over Na2SO4. In a separate flask under nitrogen was added diethyl 1H-pyrrole-2,4-dicarb... The reactants are [H][H] (hydrogen), 41, C(C)C1=NC(=NN1C1=CC=C(C=C1)[N+](=O)[O-])SC (5-ethyl-3-(methylthio)-1-(4-nitrophenyl)-1H-1,2,4-triazole). The reagents and catalysts are [Pd] (palladium-on-charcoal). Solvent: CO (methanol). Yields the product 33, C(C)C1=NC(=NN1C1=CC=C(C=C1)N)SC (4-[5-ethyl-3-(methylthio)-1H-1,2,4-triazol-1-yl]benzenamine). The yield is 91.0%. As a reaction SMILES: [CH2:1]([C:3]1[N:7]([C:8]2[CH:13]=[CH:12][C:11]([N+:14]([O-])=O)=[CH:10][CH:9]=2)[N:6]=[C:5]([S:17][CH3:18])[N:4]=1)[CH3:2].[H][H]>[Pd].CO>[CH2:1]([C:3]1[N:7]([C:8]2[CH:13]=[CH:12][C:11]([NH2:14])=[CH:10][CH:9]=2)[N:6]=[C:5]([S:17][CH3:18])[N:4]=1)[CH3:2]. Procedure: A mixture of 41 parts of 5-ethyl-3-(methylthio)-1-(4-nitrophenyl)-1H-1,2,4-triazole and 80 parts of methanol is hydrogenated at normal pressure and at room temperature with 1 part of palladium-on-charcoal catalyst 10%. After the calculated amount of hydrogen is taken up, the catalyst is filtered off and the filtrate is evaporated. The residue is crystallized from 1,1'-oxybisbutane. The product is filtered off and dried, yielding 33 parts (91%) of 4-[5-ethyl-3-(methylthio)-1H-1,2,4-triazol-1-yl]b... The reactants are FC1=C(C(=CC=C1)F)S(=O)(=O)NC1=C(C(=O)O)C=CC(=C1)Cl (2-(2,6-difluoro-benzenesulfonylamino)-4-chloro-benzoic acid), Cl.ClC1=C(C=CC(=C1)Cl)C(CN)C (2-(2,4-dichloro-phenyl)-propylamine hydrochloride), ClC1=C(C=CC(=C1)Cl)CC#N (2,4-dichlorophenyl-acetonitrile). Product: ClC1=CC(=C(C(=O)NCC(C)C2=C(C=C(C=C2)Cl)Cl)C=C1)NS(=O)(=O)C1=C(C=CC=C1F)F (4-Chloro-N-[2-(2,4-dichloro-phenyl)-propyl]-2-(2,6-difluoro-benzenesulfonylamino)-benzamide). RXN SMILES: [F:1][C:2]1[CH:7]=[CH:6][CH:5]=[C:4]([F:8])[C:3]=1[S:9]([NH:12][C:13]1[CH:21]=[C:20]([Cl:22])[CH:19]=[CH:18][C:14]=1[C:15]([OH:17])=O)(=[O:11])=[O:10].Cl.[Cl:24][C:25]1[CH:30]=[C:29]([Cl:31])[CH:28]=[CH:27][C:26]=1[CH:32]([CH3:35])[CH2:33][NH2:34].ClC1C=C(Cl)C=CC=1CC#N>>[Cl:22][C:20]1[CH:19]=[CH:18][C:14]([C:15]([NH:34][CH2:33][CH:32]([C:26]2[CH:27]=[CH:28][C:29]([Cl:31])=[CH:30][C:25]=2[Cl:24])[CH3:35])=[O:17])=[C:13]([NH:12][S:9]([C:3]2[C:4]([F:8])=[CH:5][CH:6]=[CH:7][C:2]=2[F:1])(=[O:10])=[O:11])[CH:21]=1 |f:1.2|. Reported procedure: The title compound was prepared from 2-(2,6-difluoro-benzenesulfonylamino)-4-chloro-benzoic acid and 2-(2,4-dichloro-phenyl)-propylamine hydrochloride (prepared as in EXAMPLE 5, substituting 2,4-dichlorophenyl-acetonitrile in Part A) as in Example 1, Part C. HPLC: RT=11.20 min. MS (ESI−): mass calcd. for C22H17Cl3F2N2O3S, 533.8; m/z found, 533 [M−H]−. 1H NMR (400 MHz, CDCl3): 11.62 (s, 1H), 7.73 (d, J=1.9, 1H), 7.52-7.45 (m, 1H), 7.40 (d, J=1.8, 1H), 7.28-7.25 (m, 2H), 7.18 (d, J=8.5, 1H), 7.01-... Reactants: O (Water), [N+](=O)([O-])C=1C=CC2=C(C(=C(C(O2)(C)C)CBr)N2C(C=CC=C2)=O)C1 (6-nitro-2,2-dimethyl-3-bromomethyl-4-(2-oxo-1,2-dihydropyridin-1-yl)-2H-1-benzopyran), Cl.CNO (N-methylhydroxylamine hydrochloride), C([O-])([O-])=O.[K+].[K+] (potassium carbonate). Run in C(C)O (ethanol). The product is [N+](=O)([O-])C=1C=CC2=C(C(=C(C(O2)(C)C)CN(O)C)N2C(C=CC=C2)=O)C1 (6-nitro-2,2-dimethyl-3-(N-methyl-N-hydroxyamino)methyl-4-(2-oxo-1,2-dihydropyridin-1-yl)-2H-1-benzopyran). Isolated yield 6.9%. Reaction SMILES: [N+:1]([C:4]1[CH:5]=[CH:6][C:7]2[O:12][C:11]([CH3:14])([CH3:13])[C:10]([CH2:15]Br)=[C:9]([N:17]3[CH:22]=[CH:21][CH:20]=[CH:19][C:18]3=[O:23])[C:8]=2[CH:24]=1)([O-:3])=[O:2].Cl.[CH3:26][NH:27][OH:28].C(=O)([O-])[O-].[K+].[K+].O>C(O)C>[N+:1]([C:4]1[CH:5]=[CH:6][C:7]2[O:12][C:11]([CH3:14])([CH3:13])[C:10]([CH2:15][N:27]([CH3:26])[OH:28])=[C:9]([N:17]3[CH:22]=[CH:21][CH:20]=[CH:19][C:18]3=[O:23])[C:8]=2[CH:24]=1)([O-:3])=[O:2] |f:1.2,3.4.5|. Procedure: A mixture of 6-nitro-2,2-dimethyl-3-bromomethyl-4-(2-oxo-1,2-dihydropyridin-1-yl)-2H-1-benzopyran (0.30 g, 7.7 mmol), N-methylhydroxylamine hydrochloride (0.64 g, 7.7 mmol) and potassium carbonate (0.97 g, 7.7 mmol) in ethanol (10 ml) was heated at reflux for 30 minutes. Water was added and the mixture extracted with dichloromethane. The organic phase was separated and the solvent evaporated under reduced pressure. The residue was washed with diethyl ether, affording 0.19 g of 6-nitro-2,2-dimeth... Reactants: [BH4-], CCO, ClC(Cl)Cl, Cl, [Na+], [Na+], [OH-], O, Cc1ccc(C(C)N=Cc2ccc(O)cc2)cc1. Yields the product Cc1ccc(C(C)NCc2ccc(O)cc2)cc1. As a reaction SMILES: [BH4-:19].[CH2:24]([OH:25])[CH3:26].[CH:27]([Cl:28])([Cl:29])[Cl:30].[ClH:21].[Na+:20].[Na+:23].[OH-:22].[OH2:31].[OH:1][c:2]1[cH:3][cH:4][c:5]([CH:6]=[N:7][CH:8]([CH3:9])[c:10]2[cH:11][cH:12][c:13]([CH3:16])[cH:14][cH:15]2)[cH:17][cH:18]1>>[OH:1][c:2]1[cH:3][cH:4][c:5]([CH2:6][NH:7][CH:8]([CH3:9])[c:10]2[cH:11][cH:12][c:13]([CH3:16])[cH:14][cH:15]2)[cH:17][cH:18]1. The reactants are silicone, silicone, [OH-].[Na+] (sodium hydroxide), ( b ), silicone, ( b ), C(CCCCCCCCCCC)C1=C(C=CC=C1)S(=O)(=O)O (dodecylbenzenesulfonic acid). The solvent is O (water). Run at temperature 25 celsius, time 1 hour. Product: CCCCCCCCCCCCC1=CC=CC=C1S(=O)(=O)[O-].[Na+].C(CCCCCCCCCCC)C1=C(C=CC=C1)S(=O)(=O)O (SDBS DBSA). Reaction SMILES: [CH2:1]([C:13]1[CH:18]=[CH:17][CH:16]=[CH:15][C:14]=1[S:19]([OH:22])(=[O:21])=[O:20])[CH2:2][CH2:3][CH2:4][CH2:5][CH2:6][CH2:7][CH2:8][CH2:9][CH2:10][CH2:11][CH3:12].[OH-].[Na+:24]>O>[CH3:12][CH2:11][CH2:10][CH2:9][CH2:8][CH2:7][CH2:6][CH2:5][CH2:4][CH2:3][CH2:2][CH2:1][C:13]1[C:14]([S:19]([O-:22])(=[O:21])=[O:20])=[CH:15][CH:16]=[CH:17][CH:18]=1.[Na+:24].[CH2:1]([C:13]1[CH:18]=[CH:17][CH:16]=[CH:15][C:14]=1[S:19]([OH:22])(=[O:20])=[O:21])[CH2:2][CH2:3][CH2:4][CH2:5][CH2:6][CH2:7][CH2:8][CH2:9][CH2:10][CH2:11][CH3:12] |f:1.2,4.5.6|. Reported procedure: Subsequently, the aqueous emulsion containing BA polymer (A-1) was kept at 90° C., and thereto were added 2 parts of dodecylbenzenesulfonic acid (DBSA) and 18 parts of pure water to adjust the system to pH 1.2. The emulsion of silicone rubber-forming component (b) was equally divided into four portions, and the portions were added every 1 hour at a time to the above aqueous emulsion. After the completion of the addition, the system was further stirred for 1 hour, cooled to 25° C. and allowed to ... Reactants: NS(=O)(=O)C1=CC=C(C=C1)CCNCC=1C=C(C=CC1)C1=CC(=CC=C1)C(=O)NCCN1CCCC1 (3′-[{2-[4-(Aminosulfonyl)phenyl]ethyl}aminomethyl]-N-[2-(1-pyrrolidinyl)ethyl]-[1,1′-biphenyl]-3-carboxamide), C(\C=C\C1=CC=CC=C1)(=O)O (trans-cinnamic acid), Cl.C(C)N=C=NCCCN(C)C (1-ethyl-3-(3-dimethylaminopropyl)carbodiimide hydrochloride), ON1N=NC2=C1C=CC=C2 (1-hydroxybenzotriazole). Solvent: ClCCl (dichloromethane), CN(C)C=O (DMF). Run at time 18 hour. Product: NS(=O)(=O)C1=CC=C(C=C1)CCN(C(\C=C\C1=CC=CC=C1)=O)CC=1C=C(C=CC1)C1=CC(=CC=C1)C(=O)NCCN1CCCC1 (3′-{({2-[4-(Aminosulfonyl)phenyl]ethyl}[(E)-3-phenyl-2-propenoyl]amino)methyl}-N-[2-(1-pyrrolidinyl)ethyl][1,1′-biphenyl]-3-carboxamide). As a reaction SMILES: [NH2:1][S:2]([C:5]1[CH:10]=[CH:9][C:8]([CH2:11][CH2:12][NH:13][CH2:14][C:15]2[CH:16]=[C:17]([C:21]3[CH:26]=[CH:25][CH:24]=[C:23]([C:27]([NH:29][CH2:30][CH2:31][N:32]4[CH2:36][CH2:35][CH2:34][CH2:33]4)=[O:28])[CH:22]=3)[CH:18]=[CH:19][CH:20]=2)=[CH:7][CH:6]=1)(=[O:4])=[O:3].[C:37](O)(=[O:46])/[CH:38]=[CH:39]/[C:40]1[CH:45]=[CH:44][CH:43]=[CH:42][CH:41]=1.Cl.C(N=C=NCCCN(C)C)C.ON1C2C=CC=CC=2N=N1>ClCCl.CN(C=O)C>[NH2:1][S:2]([C:5]1[CH:6]=[CH:7][C:8]([CH2:11][CH2:12][N:13]([CH2:14][C:15]2[CH:16]=[C:17]([C:21]3[CH:26]=[CH:25][CH:24]=[C:23]([C:27]([NH:29][CH2:30][CH2:31][N:32]4[CH2:36][CH2:35][CH2:34][CH2:33]4)=[O:28])[CH:22]=3)[CH:18]=[CH:19][CH:20]=2)[C:37](=[O:46])/[CH:38]=[CH:39]/[C:40]2[CH:45]=[CH:44][CH:43]=[CH:42][CH:41]=2)=[CH:9][CH:10]=1)(=[O:4])=[O:3] |f:2.3|. Procedure details: 3′-[{2-[4-(Aminosulfonyl)phenyl]ethyl}aminomethyl]-N-[2-(1-pyrrolidinyl)ethyl]-[1,1′-biphenyl]-3-carboxamide (506 mg), trans-cinnamic acid (163 mg), 1-ethyl-3-(3-dimethylaminopropyl)carbodiimide hydrochloride (EDCI.HCl; 211 mg) and 1-hydroxybenzotriazole (HOBT; 149 mg) were dissolved in a mixed solvent of dichloromethane (15 ml) and DMF (7 ml), and the mixture was stirred at room temperature for 18 hours. The solvent was evaporated under reduced pressure, and water was added to the residues whic...